Dataset: the Open Reaction Database (ORD), a public repository of structured organic reaction records. Task: describe an organic reaction: reactants, conditions, products, and yield Reactants: C(#N)[BH3-].[Na+] (Sodium cyanoborohydride), CON=CCCCN1C(=NC=2C(=NC=3C=CC=CC3C21)N)C (4-(4-amino-2-methyl-1H-imidazo[4,5-c]quinolin-1-yl)butanal O-methyloxime). Run in C(C)O (ethanol), C(C)(=O)O (acetic acid), C(C)(=O)O (acetic acid). Run at time 2 hour. Product: CONCCCCN1C(=NC=2C(=NC=3C=CC=CC3C21)N)C (1-[4-(methoxyamino)butyl]-2-methyl-1H-imidazo[4,5-c]quinolin-4-amine). Yield: 79.6%. Reaction SMILES: C([BH3-])#N.[Na+].[CH3:5][O:6][N:7]=[CH:8][CH2:9][CH2:10][CH2:11][N:12]1[C:24]2[C:23]3[CH:22]=[CH:21][CH:20]=[CH:19][C:18]=3[N:17]=[C:16]([NH2:25])[C:15]=2[N:14]=[C:13]1[CH3:26]>C(O)C.C(O)(=O)C>[CH3:5][O:6][NH:7][CH2:8][CH2:9][CH2:10][CH2:11][N:12]1[C:24]2[C:23]3[CH:22]=[CH:21][CH:20]=[CH:19][C:18]=3[N:17]=[C:16]([NH2:25])[C:15]=2[N:14]=[C:13]1[CH3:26] |f:0.1|. Procedure: Sodium cyanoborohydride (16.0 g, 254 mmol) was added to a solution of 4-(4-amino-2-methyl-1H-imidazo[4,5-c]quinolin-1-yl)butanal O-methyloxime (prepared as described in Example 45, 15.1 g, 50.8 mmol) in ethanol (100 mL) and acetic acid (15 mL). The reaction mixture was stirred at room temperature for 2 hours, additional acetic acid (15 mL) was added, and stirring was continued for 1 hour. The reaction mixture was concentrated under reduced pressure. The residue was diluted with water and adjuste... Starting materials: CC1(OB(OC1(C)C)C1=CC=C(C=C1)C=1N=C(NC1)[C@H]1N(CCC1)C(=O)OC(C)(C)C)C ((S)-tert-butyl 2-(4-(4-(4,4,5,5-tetramethyl-1,3,2-dioxaborolan-2-yl)phenyl)-1H-imidazol-2-yl)pyrrolidine-1-carboxylate), C(CC)S(=O)(=O)N1CCN(CC1)CC1=CC=C(C=C1)NC(=O)C1=CC=C(C=C1)C1=CC=C(C=C1)C(=O)NC1=CC=C(C=C1)CN1CCN(CC1)S(=O)(=O)CCC (N4,N4′-Bis(4-((4-(propylsulfonyl)piperazin-1-yl)methyl)phenyl)biphenyl-4,4′-dicarboxamide). Product: C(CC)S(=O)(=O)N1CCN(CC1)CC1=CC=C(C=C1)NC(=O)C1=CC=C(C=C1)C1=CC=C(C=C1)C=1N=C(NC1)[C@H]1N(CCC1)C(=O)OC(C)(C)C ((S)-Tert-Butyl 2-(4-(4′-(4-((4-(propylsulfonyl)piperazin-1-yl)methyl)phenylcarbamoyl)biphenyl-4-yl)-1H-imidazol-2-yl)pyrrolidine-1-carboxylate). RXN SMILES: CC1(C)C(C)(C)OB(C2C=CC([C:15]3[N:16]=[C:17]([C@@H:20]4[CH2:24][CH2:23][CH2:22][N:21]4[C:25]([O:27][C:28]([CH3:31])([CH3:30])[CH3:29])=[O:26])[NH:18][CH:19]=3)=CC=2)O1.[CH2:33]([S:36]([N:39]1[CH2:44][CH2:43][N:42]([CH2:45][C:46]2[CH:51]=[CH:50][C:49]([NH:52][C:53]([C:55]3[CH:60]=[CH:59][C:58]([C:61]4[CH:66]=[CH:65][C:64](C(NC5C=CC(CN6CCN(S(CCC)(=O)=O)CC6)=CC=5)=O)=[CH:63][CH:62]=4)=[CH:57][CH:56]=3)=[O:54])=[CH:48][CH:47]=2)[CH2:41][CH2:40]1)(=[O:38])=[O:37])[CH2:34][CH3:35]>>[CH2:33]([S:36]([N:39]1[CH2:44][CH2:43][N:42]([CH2:45][C:46]2[CH:47]=[CH:48][C:49]([NH:52][C:53]([C:55]3[CH:56]=[CH:57][C:58]([C:61]4[CH:62]=[CH:63][C:64]([C:15]5[N:16]=[C:17]([C@@H:20]6[CH2:24][CH2:23][CH2:22][N:21]6[C:25]([O:27][C:28]([CH3:29])([CH3:30])[CH3:31])=[O:26])[NH:18][CH:19]=5)=[CH:65][CH:66]=4)=[CH:59][CH:60]=3)=[O:54])=[CH:50][CH:51]=2)[CH2:41][CH2:40]1)(=[O:37])=[O:38])[CH2:34][CH3:35]. Reported procedure: The title compound is prepared from 5 (above) and (S)-tert-butyl 2-(4-(4-(4,4,5,5-tetramethyl-1,3,2-dioxaborolan-2-yl)phenyl)-1H-imidazol-2-yl)pyrrolidine-1-carboxylate (Syngene) using the Suzuki-Miyaura cross-coupling procedure outlined above for the preparation of (7). Yield: 156.9 mg (66%). HPLC: tR 1.88 min (method 1); tR 2.28 min, 96.6% purity (method 2). LC-MS m/z calcd for C39H48N6O5S ([M]+), 712. found, 713 ([M+H]+). 1H NMR (CDCl3): δ 1.06 (t, J=7.0 Hz, 3H), 1.51 (s, 9H), 1.86 (m, 2H), 1...